Dataset: the Open Reaction Database (ORD), a public repository of structured organic reaction records. Task: describe an organic reaction: reactants, conditions, products, and yield The reactants are ClC=1C=C(C(=C2C(C(C(C12)=O)(C)C)=O)C)C (7-chloro-2,2,4,5-tetramethylindan-1,3-dione), C1=CC=CC=C1 (benzene). Procedure: To a mixture of 100 g of 7% Zn/Hg in 200 ml of 20% hydrochloric acid and 70 ml of ethanol was added 38.42 g of the 7-chloro-2,2,4,5-tetramethylindan-1,3-dione with stirring. After refluxing for 6 hours, the reaction mixture was added 100 ml of benzene and refluxed for 1 hour. The reaction mixture was cooled to room temperature and extracted with diethyl ether. The combined organic layer was dried over anhydrous magnesium sulfate, filtered and evaporated under reduced pressure. The residue was pu... RXN SMILES: [Cl:1][C:2]1[CH:3]=[C:4]([CH3:16])[C:5]([CH3:15])=[C:6]2[C:10]=1[C:9](=O)[C:8]([CH3:13])([CH3:12])[C:7]2=O.C1C=CC=CC=1>Cl.C(O)C>[Cl:1][C:2]1[CH:3]=[C:4]([CH3:16])[C:5]([CH3:15])=[C:6]2[C:10]=1[CH2:9][C:8]([CH3:12])([CH3:13])[CH2:7]2. Solvent: Cl (hydrochloric acid), C(C)O (ethanol). The yield is 50.2%. Product: ClC=1C=C(C(=C2CC(CC12)(C)C)C)C (7-Chloro-2,2,4,5-tetramethylindane). Yields the product C(C1=CC=CC=C1)OC(=O)NC=1C(NC2=CC=CC=C2C1)=O (3-[(Benzyloxycarbonyl)amino]-quinoline-2-one). Reported procedure: To a solution containing 0.5 g (3.10 mmol) of 3-amino-quinolin-2-(1H)-one described by Anderson, et. al. (J Heterocyclic Chem., 1993, 30, 1533) in 40 mL of dioxane under a nitrogen atmosphere was added 0.14 g (3.4 mmol) of sodium hydroxide in 14 mL of water. The reaction mixture was cooled to 0° C., followed by the addition of 0.50 mL (3.4 mmol) of benzylchloroformate. The pH of the reaction was maintained above 8.0 with additional I N sodium hydroxide. The reaction was allowed to warm to room t... Solvent: O (water), C(Cl)Cl (methylene chloride), O1CCOCC1 (dioxane). Reactants: [OH-].[Na+] (sodium hydroxide), NC=1C(NC2=CC=CC=C2C1)=O (3-amino-quinolin-2-(1H)-one), C(C1=CC=CC=C1)OC(=O)Cl (benzylchloroformate), [OH-].[Na+] (sodium hydroxide), Heterocyclic. Reaction SMILES: [NH2:1][C:2]1[C:3](=[O:12])[NH:4][C:5]2[C:10]([CH:11]=1)=[CH:9][CH:8]=[CH:7][CH:6]=2.[OH-].[Na+].[CH2:15]([O:22][C:23](Cl)=[O:24])[C:16]1[CH:21]=[CH:20][CH:19]=[CH:18][CH:17]=1>O1CCOCC1.O.C(Cl)Cl>[CH2:15]([O:22][C:23]([NH:1][C:2]1[C:3](=[O:12])[NH:4][C:5]2[C:10]([CH:11]=1)=[CH:9][CH:8]=[CH:7][CH:6]=2)=[O:24])[C:16]1[CH:21]=[CH:20][CH:19]=[CH:18][CH:17]=1 |f:1.2|. Yield: 35.1%. Reaction conditions: temperature 0 celsius, time 2 hour. The reactants are Cl (hydrochloric acid), C(C)OC(=O)C1(CCN(CC1)C(=O)OC(C)(C)C)C (4-methyl piperidine-1,4-dicarboxylic acid-1-tert-butyl ester-4-ethyl ester). Solvent: O1CCOCC1 (dioxane). Run at time 1 hour. The product is C(C)OC(=O)C1(CCNCC1)C (4-methylpiperidine-4-carboxylic acid ethyl ester). RXN SMILES: Cl.[CH2:2]([O:4][C:5]([C:7]1([CH3:20])[CH2:12][CH2:11][N:10](C(OC(C)(C)C)=O)[CH2:9][CH2:8]1)=[O:6])[CH3:3]>O1CCOCC1>[CH2:2]([O:4][C:5]([C:7]1([CH3:20])[CH2:12][CH2:11][NH:10][CH2:9][CH2:8]1)=[O:6])[CH3:3]. Procedure: A solution of hydrochloric acid (12N, 12.5 mL) in dioxane (25 mL) is added to 4-methyl piperidine-1,4-dicarboxylic acid-1-tert-butyl ester-4-ethyl ester (7.5 g, 0.028 mol) and stirred at room temperature for 1 hr. The reaction mixture is concentrated under reduced pressure and the residue is treated with aqueous solution of sodium bicarbonate to adjust the pH to 8-9. It is again concentrated under reduced pressure and the residue is treated with dichloromethane. After drying over sodium sulfate ...